This data is from the Open Reaction Database (ORD), a public repository of structured organic reaction records. The task is: describe an organic reaction: reactants, conditions, products, and yield Starting materials: FC(C(C(F)(F)F)(O)C1=C(C=CC(=C1)C)I)(F)F (1,1,1,3,3,3-hexafluoro-2-(2-iodo-5-methylphenyl)propan-2-ol), COCCl (chloromethyl methyl ether). Solvent: C(C)(C)N(C(C)C)CC (N,N-diisopropylethylamine). Run at time 8 hour. Product: FC(C(C(F)(F)F)(OCOC)C1=C(C=CC(=C1)C)I)(F)F (2-(1,1,1,3,3,3-hexafluoro-2-(methoxymethoxy)propan-2-yl)-1-iodo-4-methylbenzene). Isolated yield 95.0%. Reaction SMILES: [F:1][C:2]([F:18])([F:17])[C:3]([C:9]1[CH:14]=[C:13]([CH3:15])[CH:12]=[CH:11][C:10]=1[I:16])([OH:8])[C:4]([F:7])([F:6])[F:5].[CH3:19][O:20][CH2:21]Cl>C(N(CC)C(C)C)(C)C>[F:18][C:2]([F:1])([F:17])[C:3]([C:9]1[CH:14]=[C:13]([CH3:15])[CH:12]=[CH:11][C:10]=1[I:16])([O:8][CH2:19][O:20][CH3:21])[C:4]([F:7])([F:6])[F:5]. Procedure: Compound 2 (4 g, 10.42 mmol) was dissolved in N,N-diisopropylethylamine (DIPEA, 20 mL) freshly distilled over calcium hydride. The solution was cooled in an ice-bath and the chloromethyl methyl ether (4.75 mL, 62.5 mmol) was added. A white precipitate appeared instantaneously. The reaction mixture was stirred overnight at room temperature. After removal of DIPEA under vacuum, the residue was chromatographied over silica gel using heptane/acetone (97/3) to give 4.23 g (9.89 mmol, 95% yield) of a ...